Dataset: the Open Reaction Database (ORD), a public repository of structured organic reaction records. Task: describe an organic reaction: reactants, conditions, products, and yield The reactants are C=1(C(=CC=CC1)S(=O)(=O)Cl)C (o-toluenesulfonyl chloride), C(C1=C(C(=CC(=C1)C)C(C)(C)C)O)C1=C(C(=CC(=C1)C)C(C)(C)C)O (2,2'-methylenebis(6-tert-butyl-4-methylphenol)), C(CC)(=O)O (propionic acid), N1=CC=CC=C1 (pyridine). Solvent: C1(=CC=CC=C1)C (toluene). Run at time 1 hour. Yields the product C(CC)(=O)OC1=C(C=C(C=C1C(C)(C)C)C)CC1=C(C(=CC(=C1)C)C(C)(C)C)O (2,2'-methylenebis(6-tert-butyl-4-methylphenol) monopropionate). Yield: 97.0%. Reaction SMILES: [CH2:1]([C:14]1[CH:19]=[C:18]([CH3:20])[CH:17]=[C:16]([C:21]([CH3:24])([CH3:23])[CH3:22])[C:15]=1[OH:25])[C:2]1[CH:7]=[C:6]([CH3:8])[CH:5]=[C:4]([C:9]([CH3:12])([CH3:11])[CH3:10])[C:3]=1[OH:13].[C:26](O)(=[O:29])[CH2:27][CH3:28].N1C=CC=CC=1.C1(C)C(S(Cl)(=O)=O)=CC=CC=1>C1(C)C=CC=CC=1>[C:26]([O:25][C:15]1[C:16]([C:21]([CH3:24])([CH3:23])[CH3:22])=[CH:17][C:18]([CH3:20])=[CH:19][C:14]=1[CH2:1][C:2]1[CH:7]=[C:6]([CH3:8])[CH:5]=[C:4]([C:9]([CH3:12])([CH3:11])[CH3:10])[C:3]=1[OH:13])(=[O:29])[CH2:27][CH3:28]. Reported procedure: To the same flask as used in Example 1 were added 340.51 g (1.0 mole) of 2,2'-methylenebis(6-tert-butyl-4-methylphenol), 74.08 g (1.0 mole) of propionic acid, 500 g of toluene and 191.42 g (2.42 moles) of pyridine. After replacing the air in the container with nitrogen, 210.05 g (1.1 moles) of o-toluenesulfonyl chloride was added dropwise with stirring. After completion of the dropwise addition, the reaction solution was kept at 100° C. for 1 hour and then aftertreated in the same manner as in E...